This data is from the Open Reaction Database (ORD), a public repository of structured organic reaction records. The task is: describe an organic reaction: reactants, conditions, products, and yield Reactants: CC1=CC=C(C=C1)S(=O)(=O)N1CC2=CC=CC=C2C[C@H]1CCC(=O)N1CCOCC1 (3-{(3R)-2-[(4-Methylphenyl)sulphonyl]-1,2,3,4-tetrahydroisoquinolin-3-yl}-1-(morpholin-4-yl)propan-1-one), [H-].[H-].[H-].[H-].[Li+].[Al+3] (LAH), [OH-].[Na+] (sodium hydroxide), O (water). Run in CC(C)(C)OC (MTBE), ClCCl (dichloromethane), CC(C)(C)OC (MTBE), ClCCl (dichloromethane). Conditions: time 15 hour. Product: CC1=CC=C(C=C1)S(=O)(=O)N1CC2=CC=CC=C2C[C@H]1CCCN1CCOCC1 ((3R)-2-[(4-Methylphenyl)sulphonyl]-3-[3-(morpholin-4-yl)propyl]-1,2,3,4-tetrahydroisoquinoline). Reaction SMILES: [CH3:1][C:2]1[CH:7]=[CH:6][C:5]([S:8]([N:11]2[C@H:20]([CH2:21][CH2:22][C:23]([N:25]3[CH2:30][CH2:29][O:28][CH2:27][CH2:26]3)=O)[CH2:19][C:18]3[C:13](=[CH:14][CH:15]=[CH:16][CH:17]=3)[CH2:12]2)(=[O:10])=[O:9])=[CH:4][CH:3]=1.[H-].[H-].[H-].[H-].[Li+].[Al+3].O.[OH-].[Na+]>CC(OC)(C)C.ClCCl>[CH3:1][C:2]1[CH:7]=[CH:6][C:5]([S:8]([N:11]2[C@H:20]([CH2:21][CH2:22][CH2:23][N:25]3[CH2:26][CH2:27][O:28][CH2:29][CH2:30]3)[CH2:19][C:18]3[C:13](=[CH:14][CH:15]=[CH:16][CH:17]=3)[CH2:12]2)(=[O:10])=[O:9])=[CH:4][CH:3]=1 |f:1.2.3.4.5.6,8.9|. Procedure: To a solution of 6.0 g (14.0 mmol) of the compound obtained in Step D in 60 mL of MTBE and 14 mL of dichloromethane there are added 1.06 g (28 mmol) of LAH in portions over 5 minutes. The batch is stirred at ambient temperature for 15 hours. There are added, dropwise, 1.5 mL of water and stirring is carried out for 15 minutes. There are then added, dropwise, 1.5 mL of 5M sodium hydroxide solution and stirring is carried out for 15 minutes. The reaction mixture is then diluted with MTBE and dichl... The reactants are OC=1C2=CC=CC=C2C=2C=CC=CC2C1 (9-hydroxyphenanthrene), C(C=O)(=O)O (glyoxylic acid). Reagents/catalysts: C1(=CC=C(C=C1)S(=O)(=O)O)C (p-toluenesulfonic acid). Solvent: ClCCCl (1,2-dichloroethane). Product: OC1C(OC2=C1C=CC=C2)=O (hydroxybenzofuranone). The yield is 79.2%. As a reaction SMILES: O[C:2]1[C:3]2[C:8]([C:9]3C=CC=C[C:14]=3[CH:15]=1)=CC=CC=2.[C:16]([OH:20])(=[O:19])[CH:17]=[O:18]>ClCCCl.C1(C)C=CC(S(O)(=O)=O)=CC=1>[OH:18][CH:17]1[C:15]2[CH:14]=[CH:9][CH:8]=[CH:3][C:2]=2[O:19][C:16]1=[O:20]. Procedure: 4.9 g of 9-hydroxyphenanthrene, 4.1 g of 50% aqueous glyoxylic acid and 0.05 g of p-toluenesulfonic acid are heated for 2 h in 70 ml of 1,2-dichloroethane under a water separator. The precipitated solid is then cooled down, filtered off, washed with cold 1,2-dichloroethane and dried to leave 3.0 g of hydroxybenzofuranone, which is introduced in 20 ml of toluene as initial charge together with 1.5 ml of thionyl chloride and 3 drops of DMF and then gradually heated to 100° C. so that the evolution...